Dataset: the Open Reaction Database (ORD), a public repository of structured organic reaction records. Task: describe an organic reaction: reactants, conditions, products, and yield Reactants: CC(C)(C)OC(=O)N1CCC1COc1cncc(N2CCC(CCOCc3ccccc3)CC2)c1, ClCCl, O, O=C(O)C(F)(F)F. The product is c1ccc(COCCC2CCN(c3cncc(OCC4CCN4)c3)CC2)cc1. As a reaction SMILES: [CH2:9]([c:10]1[cH:11][cH:12][cH:13][cH:14][cH:15]1)[O:16][CH2:17][CH2:18][CH:19]1[CH2:20][CH2:21][N:22]([c:25]2[cH:26][n:27][cH:28][c:29]([O:31][CH2:32][CH:33]3[N:34]([C:37]([O:38][C:39]([CH3:40])([CH3:41])[CH3:42])=[O:43])[CH2:35][CH2:36]3)[cH:30]2)[CH2:23][CH2:24]1.[Cl:44][CH2:45][Cl:46].[OH2:8].[OH:1][C:2]([C:3]([F:4])([F:5])[F:6])=[O:7]>>[CH2:9]([c:10]1[cH:11][cH:12][cH:13][cH:14][cH:15]1)[O:16][CH2:17][CH2:18][CH:19]1[CH2:20][CH2:21][N:22]([c:25]2[cH:26][n:27][cH:28][c:29]([O:31][CH2:32][CH:33]3[NH:34][CH2:35][CH2:36]3)[cH:30]2)[CH2:23][CH2:24]1. Reactants: CCOC(=O)CBr, O=C([O-])[O-], CCCc1cc(OCCc2nc(-c3ccc(-c4ccccc4)cc3)oc2C)ccc1O, [Cs+], [Cs+], CN(C)C=O. Yields the product CCCc1cc(OCCc2nc(-c3ccc(-c4ccccc4)cc3)oc2C)ccc1OCC(=O)OCC. RXN SMILES: [Br:32][CH2:33][C:34](=[O:35])[O:36][CH2:37][CH3:38].[C:39](=[O:40])([O-:41])[O-:42].[CH2:1]([CH2:2][CH3:3])[c:4]1[c:5]([OH:31])[cH:6][cH:7][c:8]([O:10][CH2:11][CH2:12][c:13]2[n:14][c:15](-[c:19]3[cH:20][cH:21][c:22](-[c:25]4[cH:26][cH:27][cH:28][cH:29][cH:30]4)[cH:23][cH:24]3)[o:16][c:17]2[CH3:18])[cH:9]1.[Cs+:43].[Cs+:44].[O:45]=[CH:46][N:47]([CH3:48])[CH3:49]>>[CH2:1]([CH2:2][CH3:3])[c:4]1[c:5]([O:31][CH2:33][C:34](=[O:35])[O:36][CH2:37][CH3:38])[cH:6][cH:7][c:8]([O:10][CH2:11][CH2:12][c:13]2[n:14][c:15](-[c:19]3[cH:20][cH:21][c:22](-[c:25]4[cH:26][cH:27][cH:28][cH:29][cH:30]4)[cH:23][cH:24]3)[o:16][c:17]2[CH3:18])[cH:9]1. Starting materials: FC1=CC=C(C=C1)C1=NC(=NC(=C1CO)C(C)C)SC (4-(4′-fluorophenyl)-6-isopropyl-2-methylthio-5-hydroxymethyl-pyrimidine), FC1=CC=C(C=C1)C1=NC(=NC(=C1CO)C(C)C)SC (4-(4′-fluorophenyl)-6-isopropyl-2-methylthio-5-hydroxymethyl-pyrimidine), ClCCl (dichloromethane), P(Br)(Br)Br (phosphorus tribromide). Run in O (water). The product is FC1=CC=C(C=C1)C1=NC(=NC(=C1CBr)C(C)C)SC (4-(4′-fluorophenyl)-6-isopropyl-2-methylthio-5-bromomethyl-pyrimidine). Yield: 90.1%. As a reaction SMILES: [F:1][C:2]1[CH:7]=[CH:6][C:5]([C:8]2[C:13]([CH2:14]O)=[C:12]([CH:16]([CH3:18])[CH3:17])[N:11]=[C:10]([S:19][CH3:20])[N:9]=2)=[CH:4][CH:3]=1.ClCCl.P(Br)(Br)[Br:25]>O>[F:1][C:2]1[CH:7]=[CH:6][C:5]([C:8]2[C:13]([CH2:14][Br:25])=[C:12]([CH:16]([CH3:18])[CH3:17])[N:11]=[C:10]([S:19][CH3:20])[N:9]=2)=[CH:4][CH:3]=1. Procedure: 14.6 g (50 mmol) of compound (9) and 200 ml of dichloromethane were added into a 500 mL three-neck round bottomed flask, equipped with a mechanical stirrer and a dropping funnel, followed by addition of 67 g (0.1 mol) of phosphorus tribromide dropwise at room temperature. After TLC assay showed that the starting compound (9) was depleted, 100 mL of water was added, and the organic layer was collected. The organic phase was then washed with 5% aqueous NaHCO3 solution, dried over anhydrous calcium... Starting materials: [OH-].[Na+] (sodium hydroxide), Cl (hydrochloric acid), OC1=CC=C(C(=O)NC2=C(C(=CC=C2)Cl)Cl)C=C1 (4-hydroxy-N-(2,3-dichlorophenyl)-benzamide), BrCC(=O)O (bromoacetic acid). The solvent is O (water), O1CCOCC1 (dioxane), O (water). Yields the product ClC1=C(C=CC=C1Cl)NC(=O)C1=CC=C(OCC(=O)O)C=C1 (4-(2,3-dichlorophenyl-carbamoyl)-phenoxyacetic acid). Isolated yield 73.5%. RXN SMILES: [OH:1][C:2]1[CH:18]=[CH:17][C:5]([C:6]([NH:8][C:9]2[CH:14]=[CH:13][CH:12]=[C:11]([Cl:15])[C:10]=2[Cl:16])=[O:7])=[CH:4][CH:3]=1.Br[CH2:20][C:21]([OH:23])=[O:22].[OH-].[Na+].Cl>O1CCOCC1.O>[Cl:16][C:10]1[C:11]([Cl:15])=[CH:12][CH:13]=[CH:14][C:9]=1[NH:8][C:6]([C:5]1[CH:4]=[CH:3][C:2]([O:1][CH2:20][C:21]([OH:23])=[O:22])=[CH:18][CH:17]=1)=[O:7] |f:2.3|. Procedure details: 2.82 g of 4-hydroxy-N-(2,3-dichlorophenyl)-benzamide and 1.67 g of bromoacetic acid were dissolved in 10 ml of dioxane. To this solution, a mixture of 0.97 g of sodium hydroxide and 2 ml of water was dropwise added over a period of 10 minutes at a temperature of 20° C. under stirring. After the dropwise addition, the reaction solution was stirred at a temperature of 80° C. for 2 hours. After completion of the reaction, the reaction solution was poured into 50 ml of water, and acidified with hydr... Starting materials: O\C=C(/C(=O)OCC)\CC=1C=NC=NC1 (ethyl (2Z)-3-hydroxy-2-(5-pyrimidinylmethyl)-2-propenoate), NC(=S)N (thiourea), CC(C)([O-])C.[K+] (potassium tert-butoxide). Solvent: C(C)(C)O (isopropanol). Run at temperature 80 celsius. The product is N1=CN=CC(=C1)CC=1C(NC(NC1)=S)=O (5-(5-pyrimidinylmethyl)-2-thioxo-2,3-dihydro-4(1H)-pyrimidinone). RXN SMILES: O/[CH:2]=[C:3](/[CH2:9][C:10]1[CH:11]=[N:12][CH:13]=[N:14][CH:15]=1)\[C:4]([O:6]CC)=O.[NH2:16][C:17]([NH2:19])=[S:18].CC(C)([O-])C.[K+]>C(O)(C)C>[N:14]1[CH:15]=[C:10]([CH2:9][C:3]2[C:4](=[O:6])[NH:16][C:17](=[S:18])[NH:19][CH:2]=2)[CH:11]=[N:12][CH:13]=1 |f:2.3|. Reported procedure: To a solution of ethyl (2Z)-3-hydroxy-2-(5-pyrimidinylmethyl)-2-propenoate (3 g, 7.20 mmol) in isopropanol (30 ml) was added thiourea (1.1 g, 14.45 mmol) and potassium tert-butoxide (1 g, 8.91 mmol). The mixture was heated at 80° C. for 4 h. The solvent was evaporated and residue was dissolved in water, extracted with ether twice to remove impurity. The aqueous phase was acidified to PH 4 with AcOH, and white participate formed. The mixture was filtered to afford the title compound as a white so... Starting materials: C1=CCCCC1, CCO, O=C(O)c1cc(N2CCN(Cc3ccccc3)CC2)ccc1[N+](=O)[O-]. Product: Nc1ccc(N2CCN(Cc3ccccc3)CC2)cc1C(=O)O. Reaction SMILES: [CH2:26]1[CH2:27][CH:28]=[CH:29][CH2:30][CH2:31]1.[CH3:32][CH2:33][OH:34].[N+:1]([O-:2])(=[O:3])[c:4]1[c:5]([C:6](=[O:7])[OH:8])[cH:9][c:10]([N:13]2[CH2:14][CH2:15][N:16]([CH2:19][c:20]3[cH:21][cH:22][cH:23][cH:24][cH:25]3)[CH2:17][CH2:18]2)[cH:11][cH:12]1>>[NH2:1][c:4]1[c:5]([C:6](=[O:7])[OH:8])[cH:9][c:10]([N:13]2[CH2:14][CH2:15][N:16]([CH2:19][c:20]3[cH:21][cH:22][cH:23][cH:24][cH:25]3)[CH2:17][CH2:18]2)[cH:11][cH:12]1. The reactants are C(=O)([O-])[O-].[K+].[K+] (K2CO3), C(C=C)Br (allylbromide), C(C=C)C=1C(=C(C#N)C=C(C1S)Br)Cl (3-allyl-5-bromo-2-chloro-4-mercaptobenzonitrile). The solvent is CC#N (CH3CN). Conditions: time 8 hour. Yields the product C(C=C)C=1C(=C(C#N)C=C(C1SCC=C)Br)Cl (3-Allyl-4-(allylthio)-5-bromo-2-chlorobenzonitrile). Isolated yield 77.7%. RXN SMILES: C([O-])([O-])=O.[K+].[K+].[CH2:7](Br)[CH:8]=[CH2:9].[CH2:11]([C:14]1[C:15]([Cl:24])=[C:16]([CH:19]=[C:20]([Br:23])[C:21]=1[SH:22])[C:17]#[N:18])[CH:12]=[CH2:13]>CC#N>[CH2:11]([C:14]1[C:15]([Cl:24])=[C:16]([CH:19]=[C:20]([Br:23])[C:21]=1[S:22][CH2:9][CH:8]=[CH2:7])[C:17]#[N:18])[CH:12]=[CH2:13] |f:0.1.2|. Procedure details: In a mixture of crude 3-allyl-5-bromo-2-chloro-4-mercaptobenzonitrile and K2CO3 (1.79 g, 12.9 mmol) in CH3CN (80 mL), allylbromide (1.12 mL, 12.9 mmol) was added dropwise. The reaction mixture was stirred overnight at room temperature, and then filtered off. The resulting solution was evaporated and purified by silica gel chromatography to give the desired product 94 (1.1 g, 77.7% overall yield) as a white solid.